From a dataset of the Open Reaction Database (ORD), a public repository of structured organic reaction records. describe an organic reaction: reactants, conditions, products, and yield Starting materials: CC(CC(O)C(Cc1ccccc1)NC(=O)OC(C)(C)C)C(=O)NCCC(C)(C)C, NCCC1=CCCCC1, CC(C)Oc1cc(C(=O)NC(Cc2ccccc2)C2CC(C)C(=O)O2)cc(N2CCCC2=O)c1. Product: CC(C)Oc1cc(C(=O)NC(Cc2ccccc2)C(O)CC(C)C(=O)NCCC2=CCCCC2)cc(N2CCCC2=O)c1. RXN SMILES: [C:1]([O:2][C:3](=[O:4])[NH:5][CH:6]([CH2:7][c:8]1[cH:9][cH:10][cH:11][cH:12][cH:13]1)[CH:14]([OH:15])[CH2:16][CH:17]([C:18](=[O:19])[NH:20][CH2:21][CH2:22][C:23]([CH3:24])([CH3:25])[CH3:26])[CH3:27])([CH3:28])([CH3:29])[CH3:30].[C:31]1([CH2:37][CH2:38][NH2:39])=[CH:32][CH2:33][CH2:34][CH2:35][CH2:36]1.[CH:40]([CH3:41])([CH3:42])[O:43][c:44]1[cH:45][c:46]([C:47](=[O:48])[NH:49][CH:50]([CH2:51][c:52]2[cH:53][cH:54][cH:55][cH:56][cH:57]2)[CH:58]2[O:59][C:60](=[O:64])[CH:61]([CH3:63])[CH2:62]2)[cH:65][c:66]([N:68]2[C:69](=[O:73])[CH2:70][CH2:71][CH2:72]2)[cH:67]1>>[C:31]1([CH2:37][CH2:38][NH:39][C:60]([CH:61]([CH2:62][CH:58]([CH:50]([NH:49][C:47]([c:46]2[cH:45][c:44]([O:43][CH:40]([CH3:41])[CH3:42])[cH:67][c:66]([N:68]3[C:69](=[O:73])[CH2:70][CH2:71][CH2:72]3)[cH:65]2)=[O:48])[CH2:51][c:52]2[cH:53][cH:54][cH:55][cH:56][cH:57]2)[OH:59])[CH3:63])=[O:64])=[CH:32][CH2:33][CH2:34][CH2:35][CH2:36]1. The reactants are BrC1=C(C=C2OCCN3C=C(N=C3C2=C1)C1=NC(=NN1C(C)C)C)OC (13-bromo-12-methoxy-4-[3-methyl-1-(propan-2-yl)-1H-1,2,4-triazol-5-yl]-9-oxa-3,6-diazatricyclo[8.4.0.02,6]tetradeca-1(14),2,4,10,12-pentaen), C(CCC)[Sn](C(=C)OCC)(CCCC)CCCC (tributyl(1-ethoxyvinyl)stannane), [Li+].[Cl-] (LiCl), [F-].[K+] (KF). The reagents and catalysts are C=1C=CC(=CC1)[P](C=2C=CC=CC2)(C=3C=CC=CC3)[Pd]([P](C=4C=CC=CC4)(C=5C=CC=CC5)C=6C=CC=CC6)([P](C=7C=CC=CC7)(C=8C=CC=CC8)C=9C=CC=CC9)[P](C=1C=CC=CC1)(C=1C=CC=CC1)C=1C=CC=CC1 (Pd(PPh3)4). The solvent is C1CCOC1 (THF). Reaction conditions: temperature 80 celsius, time 16 hour. Yields the product C(C)OC(=C)C1=C(C=C2OCCN3C=C(N=C3C2=C1)C1=NC(=NN1C(C)C)C)OC (13-(1-Ethoxyethenyl)-12-methoxy-4-[3-methyl-1-(propan-2-yl)-1H-1,2,4-triazol-5-yl]-9-oxa-3,6-diazatricyclo[8.4.0.02,6]tetradeca-1(14),2,4,10,12-pentaene). Isolated yield 130.9%. As a reaction SMILES: Br[C:2]1[CH:15]=[C:14]2[C:5]([O:6][CH2:7][CH2:8][N:9]3[C:13]2=[N:12][C:11]([C:16]2[N:20]([CH:21]([CH3:23])[CH3:22])[N:19]=[C:18]([CH3:24])[N:17]=2)=[CH:10]3)=[CH:4][C:3]=1[O:25][CH3:26].C([Sn](CCCC)(CCCC)[C:32]([O:34][CH2:35][CH3:36])=[CH2:33])CCC.[Li+].[Cl-].[F-].[K+]>C1COCC1.C1C=CC([P]([Pd]([P](C2C=CC=CC=2)(C2C=CC=CC=2)C2C=CC=CC=2)([P](C2C=CC=CC=2)(C2C=CC=CC=2)C2C=CC=CC=2)[P](C2C=CC=CC=2)(C2C=CC=CC=2)C2C=CC=CC=2)(C2C=CC=CC=2)C2C=CC=CC=2)=CC=1>[CH2:35]([O:34][C:32]([C:2]1[CH:15]=[C:14]2[C:5]([O:6][CH2:7][CH2:8][N:9]3[C:13]2=[N:12][C:11]([C:16]2[N:20]([CH:21]([CH3:23])[CH3:22])[N:19]=[C:18]([CH3:24])[N:17]=2)=[CH:10]3)=[CH:4][C:3]=1[O:25][CH3:26])=[CH2:33])[CH3:36] |f:2.3,4.5,^1:57,59,78,97|. Reported procedure: A mixture of 13-bromo-12-methoxy-4-[3-methyl-1-(propan-2-yl)-1H-1,2,4-triazol-5-yl]-9-oxa-3,6-diazatricyclo[8.4.0.02,6]tetradeca-1(14),2,4,10,12-pentaen (1.55 g, 3.73 mmol), tributyl(1-ethoxyvinyl)stannane (1.35 g, 3.74 mmol), LiCl (472 mg, 11.2 mmol), and Pd(PPh3)4 (130 mg, 0.120 mmol) in THF (30 mL) in a sealed tube was stirred at 80° C. for 16 hrs under N2 atmosphere. After cooling to room temperature, aq. KF (2.0 M, 50.0 mL) was added. The resulting mixture was stirred at room temperature fo... Reactants: CCOC(=O)c1c(C=O)c(C(C)(C)C)n(CCc2ccccc2)c1C, CC[SiH](CC)CC, O=C(O)C(F)(F)F. The product is CCOC(=O)c1c(C)c(C(C)(C)C)n(CCc2ccccc2)c1C. Reaction SMILES: [C:1]([CH3:2])([CH3:3])([CH3:4])[c:5]1[c:6]([CH:24]=[O:25])[c:7]([C:19](=[O:20])[O:21][CH2:22][CH3:23])[c:8]([CH3:18])[n:9]1[CH2:10][CH2:11][c:12]1[cH:13][cH:14][cH:15][cH:16][cH:17]1.[CH2:26]([SiH:27]([CH2:28][CH3:29])[CH2:30][CH3:31])[CH3:32].[OH:33][C:34]([C:35]([F:36])([F:37])[F:38])=[O:39]>>[C:1]([CH3:2])([CH3:3])([CH3:4])[c:5]1[c:6]([CH3:24])[c:7]([C:19](=[O:20])[O:21][CH2:22][CH3:23])[c:8]([CH3:18])[n:9]1[CH2:10][CH2:11][c:12]1[cH:13][cH:14][cH:15][cH:16][cH:17]1.